From a dataset of the Open Reaction Database (ORD), a public repository of structured organic reaction records. describe an organic reaction: reactants, conditions, products, and yield Reactants: [Cl-].C1(=CC=CC=C1)[I+]C1=CC=CC=C1 (Diphenyliodonium chloride), P(=O)(OC)(OC)OC (trimethyl phosphate). Isolated yield 63.9%. Product: COP(OC)=O.C1(=CC=CC=C1)[I+]C1=CC=CC=C1 (diphenyliodonium dimethylphosphonate). Procedure details: Diphenyliodonium chloride (315 mg; 1 mmol) and trimethyl phosphate (1 g) were stirred at 170° C. for 10 minutes. After the reactants were dissolved, the mixture was cooled, to thereby yield solid matter. The solid matter was washed with ether, to thereby yield 250 mg of the target compound as white crystals (yield: 81.6%). The anion content of the resultant compound was determined by ion chromatography. The chloride anion content was determined to be not greater than 10 ppm. Reaction SMILES: [Cl-].[C:2]1([I+:8][C:9]2[CH:14]=[CH:13][CH:12]=[CH:11][CH:10]=2)[CH:7]=[CH:6][CH:5]=[CH:4][CH:3]=1.[P:15](OC)([O:19][CH3:20])([O:17][CH3:18])=[O:16]>>[CH3:18][O:17][PH:15](=[O:16])[O:19][CH3:20].[C:9]1([I+:8][C:2]2[CH:3]=[CH:4][CH:5]=[CH:6][CH:7]=2)[CH:10]=[CH:11][CH:12]=[CH:13][CH:14]=1 |f:0.1,3.4|.